From a dataset of the Open Reaction Database (ORD), a public repository of structured organic reaction records. describe an organic reaction: reactants, conditions, products, and yield The reactants are COC(CCC1=C(C=CC=C1)OCCCCCOC1=C(C=CC=2C(CCCC12)=O)CCC)=O (2-[5-[(5-oxo-2-propyl-5,6,7,8-tetrahydro-1-naphthalenyl)oxy]pentyloxy]benzenepropanoic acid methyl ester), CCOCC (ether), [OH-].[Na+] (sodium hydroxide), Cl (HCl). Run in CO (methanol), O (water). Yields the product O=C1C=2C=CC(=C(C2CCC1)OCCCCCOC1=C(C=CC=C1)CCC(=O)O)CCC (2-[5-[(5-oxo-2-propyl-5,6,7,8-tetrahydro-1-naphthalenyl)oxy]pentyloxy]benzenepropanoic acid). The yield is 100.0%. RXN SMILES: C[O:2][C:3](=[O:33])[CH2:4][CH2:5][C:6]1[CH:11]=[CH:10][CH:9]=[CH:8][C:7]=1[O:12][CH2:13][CH2:14][CH2:15][CH2:16][CH2:17][O:18][C:19]1[C:28]2[CH2:27][CH2:26][CH2:25][C:24](=[O:29])[C:23]=2[CH:22]=[CH:21][C:20]=1[CH2:30][CH2:31][CH3:32].[OH-].[Na+].Cl.CCOCC>CO.O>[O:29]=[C:24]1[CH2:25][CH2:26][CH2:27][C:28]2[C:19]([O:18][CH2:17][CH2:16][CH2:15][CH2:14][CH2:13][O:12][C:7]3[CH:8]=[CH:9][CH:10]=[CH:11][C:6]=3[CH2:5][CH2:4][C:3]([OH:33])=[O:2])=[C:20]([CH2:30][CH2:31][CH3:32])[CH:21]=[CH:22][C:23]1=2 |f:1.2|. Procedure: The 2-[5-[(5-oxo-2-propyl-5,6,7,8-tetrahydro-1-naphthalenyl)oxy]pentyloxy]benzenepropanoic acid methyl ester from the preceding example (1.35 g; 2.99 mmol) and 8 mL of 1N aqueous sodium hydroxide in 15 mL of methanol was stirred and refluxed for 1.5 hr. After being cooled, the resulting solution was diluted with water and acidified with 3N HCl. Work-up with ether in the usual manner gave 1.3 g (100%) 2-[5-[(5-oxo-2-propyl-5,6,7,8-tetrahydro-1-naphthalenyl)oxy]pentyloxy]benzenepropanoic acid as a... Reactants: C(CC)S(=O)(=O)CC(=O)OC (methyl n-propylsulfonylacetate), C(=S)=S (carbon disulfide), [OH-].[K+] (potassium hydroxide), resultant mixture, ClC(CCl)Cl (1,1,2-trichloroethane). The solvent is O (water), C(Cl)(Cl)Cl (chloroform), CN(C=O)C (dimethylformamide). Reaction conditions: temperature 80 celsius, time 3 hour. Yields the product S1C(SC=C1)=CCCS(=O)(=O)CC(=O)OC (methyl 1,3-dithiol-2-ylidenen-propylsulfonylacetate). Yield: 90.1%. RXN SMILES: [CH2:1]([S:4]([CH2:7][C:8]([O:10][CH3:11])=[O:9])(=[O:6])=[O:5])[CH2:2][CH3:3].[C:12](=[S:14])=[S:13].[OH-].[K+].Cl[CH:18](Cl)[CH2:19]Cl>O.C(Cl)(Cl)Cl.CN(C)C=O>[S:13]1[CH:19]=[CH:18][S:14][C:12]1=[CH:3][CH2:2][CH2:1][S:4]([CH2:7][C:8]([O:10][CH3:11])=[O:9])(=[O:6])=[O:5] |f:2.3|. Procedure: To a mixture of 18.0 g of methyl n-propylsulfonylacetate, 7.6 g of carbon disulfide and 200 ml of dimethylformamide, 22.4 g of potassium hydroxide was added under ice-cooling. The resultant mixture was stirred for 2 hours. Thereafter, 13.3 g of 1,1,2-trichloroethane was added to the reaction mixture. followed by stirring at 80° C. for 3 hours. After cooling the reaction mixture, chloroform and water were added and the resulting organic layer was separated. Upon removal of the solvent by distilla... Starting materials: [Si](C)(C)(C(C)(C)C)OCC1=CC=C(C=C1)Br (4-(tert-butyldimethylsilyloxymethyl)bromobenzene), [Li]CCCC (n-BuLi), N1=CC(=CC=C1)C=O (3-pyridine carboxaldehyde). Solvent: C1CCOC1 (THF). Conditions: temperature -78 celsius, time 1.5 hour. Yields the product [Si](C)(C)(C(C)(C)C)OCC1=CC=C(C=C1)C(O)C=1C=NC=CC1 ([4-(tert-Butyldimethylsilyloxymethyl)-phenyl]-pyridin-3-yl-methanol). The yield is 35.0%. Reaction SMILES: [Si:1]([O:8][CH2:9][C:10]1[CH:15]=[CH:14][C:13](Br)=[CH:12][CH:11]=1)([C:4]([CH3:7])([CH3:6])[CH3:5])([CH3:3])[CH3:2].[Li]CCCC.[N:22]1[CH:27]=[CH:26][CH:25]=[C:24]([CH:28]=[O:29])[CH:23]=1>C1COCC1>[Si:1]([O:8][CH2:9][C:10]1[CH:15]=[CH:14][C:13]([CH:28]([C:24]2[CH:23]=[N:22][CH:27]=[CH:26][CH:25]=2)[OH:29])=[CH:12][CH:11]=1)([C:4]([CH3:7])([CH3:6])[CH3:5])([CH3:3])[CH3:2]. Reported procedure: Dissolve 4-(tert-butyldimethylsilyloxymethyl)bromobenzene (1 g, 3.319 mmol, prepared by following the procedure described in J. Am. Chem. Soc. 1995, 117, 704-714) in anhydrous THF (20 mL). Cool the solution to −78° C., add n-BuLi (4.149 mL, 6.638 mmol, 1.6M solution in hexane) and stir at this temperature for 1.5 h. Warm to −60° C., stir for an additional 30 min and add 3-pyridine carboxaldehyde. Allow the reaction mixture to warm gradually to room temperature and stir overnight. Add brine and e... Starting materials: BrC=1C=C2C(CC3(CCC(CC3)C(C)(C)C)OC2=CC1)=O (6-bromo-4′-t-butylspiro[chroman-2,1′-cyclohexan]-4-one), [Br-] (bromide), C1CCOC1 (THF), C1CCOC1 (THF). Run at time 2 hour. The product is BrC=1C=C2C(CC3(CCC(CC3)C(C)(C)C)OC2=CC1)(O)C=C (6-bromo-4′-tert-butyl-4-vinylspiro[chroman-2,1′-cyclohexan]-4-ol). Isolated yield 82.0%. RXN SMILES: [Br:1][C:2]1[CH:3]=[C:4]2[C:18](=[CH:19][CH:20]=1)[O:17][C:7]1([CH2:12][CH2:11][CH:10]([C:13]([CH3:16])([CH3:15])[CH3:14])[CH2:9][CH2:8]1)[CH2:6][C:5]2=[O:21].[Br-].[CH2:23]1COC[CH2:24]1>>[Br:1][C:2]1[CH:3]=[C:4]2[C:18](=[CH:19][CH:20]=1)[O:17][C:7]1([CH2:12][CH2:11][CH:10]([C:13]([CH3:16])([CH3:14])[CH3:15])[CH2:9][CH2:8]1)[CH2:6][C:5]2([CH:23]=[CH2:24])[OH:21]. Procedure details: To a solution of 6-bromo-4′-t-butylspiro[chroman-2,1′-cyclohexan]-4-one (2.155 g, 6.13 mmol) in anhydrous THF (20 mL) at −78° C. is added a solution of vinylmagnesiun bromide in THF (1 M, 9.2 mL, 9.2 mmol) dropwise within 30 min. The reaction temperature is allowed to warm to rt and stirred for another 2 h. The reaction is chilled to 0° C. and quenched with sat. aq. NH4Cl, and extracted with ethyl acetate (2×40 mL). The combined organic phases are washed with H2O and brine, then dried over Na2SO... The reactants are C1(=CC=CC=C1)C1=NN2C(C=C(C=C2N)C2=CC=NC=C2)=N1 (2-phenyl-7-pyridin-4-yl-[1,2,4]triazolo[1,5-a]pyridin ylamine), C1(=C(C=CC=C1)CC(=O)Cl)C (o-tolylacetyl chloride). Product: C1(=CC=CC=C1)C1=NN2C(C=C(C=C2NC(CC2=C(C=CC=C2)C)=O)C2=CC=NC=C2)=N1 (N-(2-Phenyl-7-pyridin-4-yl-[1,2,4]triazolo[1,5-a]pyridin-5-yl)-2-o-tolyl-acetamide). RXN SMILES: [C:1]1([C:7]2[N:22]=[C:10]3[CH:11]=[C:12]([C:16]4[CH:21]=[CH:20][N:19]=[CH:18][CH:17]=4)[CH:13]=[C:14]([NH2:15])[N:9]3[N:8]=2)[CH:6]=[CH:5][CH:4]=[CH:3][CH:2]=1.[C:23]1([CH3:33])[CH:28]=[CH:27][CH:26]=[CH:25][C:24]=1[CH2:29][C:30](Cl)=[O:31]>>[C:1]1([C:7]2[N:22]=[C:10]3[CH:11]=[C:12]([C:16]4[CH:21]=[CH:20][N:19]=[CH:18][CH:17]=4)[CH:13]=[C:14]([NH:15][C:30](=[O:31])[CH2:29][C:24]4[CH:25]=[CH:26][CH:27]=[CH:28][C:23]=4[CH3:33])[N:9]3[N:8]=2)[CH:2]=[CH:3][CH:4]=[CH:5][CH:6]=1. Procedure details: The title compound, MS m/e (%): 420 (M+H+, 100), was prepared in accordance with the general method of example 31 from 2-phenyl-7-pyridin-4-yl-[1,2,4]triazolo[1,5-a]pyridin ylamine and o-tolylacetyl chloride. Starting materials: C(C1=CC=CC=C1)N1C(N(C(C1=O)=O)NC([C@H](CC(C)C)[C@H](C\C=C\C1=CC=CC=C1)C(NOC1OCCCC1)=O)=O)=O ((E)-N-(3-benzyl-2,4,5-trioxo-1-imidazolidinyl]-2(R)-[1(S)-[(tetrahydro-2(RS)-pyranyloxy)carbamoyl]-4-phenyl-3-butenyl]-4-methylvaleramide), O.C1(=CC=C(C=C1)S(=O)(=O)O)C (p-toluenesulphonic acid monohydrate). The solvent is C(C)(=O)OCC (ethyl acetate), CO (methanol). Reaction conditions: time 2 hour. Product: C(C1=CC=CC=C1)N1C(N(C(C1=O)=O)NC([C@H](CC(C)C)[C@H](C\C=C\C1=CC=CC=C1)C(NO)=O)=O)=O ((E)-N-(3-benzyl-2,4,5-trioxo-1-imidazolidinyl]-2(R)-[1(S)-(hydroxycarbamoyl)-4-phenyl-3-butenyl]-4-methylvaleramide). Yield: 82.9%. Reaction SMILES: [CH2:1]([N:8]1[C:12](=[O:13])[C:11](=[O:14])[N:10]([NH:15][C:16](=[O:42])[C@@H:17]([C@@H:22]([C:32](=[O:41])[NH:33][O:34]C2CCCCO2)[CH2:23]/[CH:24]=[CH:25]/[C:26]2[CH:31]=[CH:30][CH:29]=[CH:28][CH:27]=2)[CH2:18][CH:19]([CH3:21])[CH3:20])[C:9]1=[O:43])[C:2]1[CH:7]=[CH:6][CH:5]=[CH:4][CH:3]=1.O.C1(C)C=CC(S(O)(=O)=O)=CC=1>CO.C(OCC)(=O)C>[CH2:1]([N:8]1[C:12](=[O:13])[C:11](=[O:14])[N:10]([NH:15][C:16](=[O:42])[C@@H:17]([C@@H:22]([C:32](=[O:41])[NH:33][OH:34])[CH2:23]/[CH:24]=[CH:25]/[C:26]2[CH:27]=[CH:28][CH:29]=[CH:30][CH:31]=2)[CH2:18][CH:19]([CH3:21])[CH3:20])[C:9]1=[O:43])[C:2]1[CH:7]=[CH:6][CH:5]=[CH:4][CH:3]=1 |f:1.2|. Procedure details: A solution of 0.045 g of (E)-N-(3-benzyl-2,4,5-trioxo-1-imidazolidinyl]-2(R)-[1(S)-[(tetrahydro-2(RS)-pyranyloxy)carbamoyl]-4-phenyl-3-butenyl]-4-methylvaleramide in 2 ml of methanol was treated with 0.010 g of p-toluenesulphonic acid monohydrate and stirred at room temperature for 2 hours. The mixture was diluted with ethyl acetate and washed in sequence with 5% aqueous sodium hydrogen carbonate and saturated aqueous sodium chloride. The organic layer was dried over anhydrous magnesium sulphate... Starting materials: C1(CCCCC1)C(CCC(C)=O)=O (1-cyclohexylpentane-1,4-dione), Cl.NCC(=O)OCC (ethyl 2-aminoacetate hydrochloride), C([O-])(O)=O.[Na+] (sodium bicarbonate). Run in ClCCl (dichloromethane). Conditions: temperature 55 celsius, time 14 hour. Yields the product C1(CCCCC1)C=1N(C(=CC1)C)CC(=O)OCC (ethyl 2-(2-cyclohexyl-5-methyl-1H-pyrrol-1-yl)acetate). Isolated yield 80.4%. As a reaction SMILES: [CH:1]1([C:7](=O)[CH2:8][CH2:9][C:10](=O)[CH3:11])[CH2:6][CH2:5][CH2:4][CH2:3][CH2:2]1.Cl.[NH2:15][CH2:16][C:17]([O:19][CH2:20][CH3:21])=[O:18].C(=O)(O)[O-].[Na+]>ClCCl>[CH:1]1([C:7]2[N:15]([CH2:16][C:17]([O:19][CH2:20][CH3:21])=[O:18])[C:10]([CH3:11])=[CH:9][CH:8]=2)[CH2:6][CH2:5][CH2:4][CH2:3][CH2:2]1 |f:1.2,3.4|. Reported procedure: To a solution of 1-cyclohexylpentane-1,4-dione (1.32 g, 7.24 mmol) in dichloromethane (10 mL) was added ethyl 2-aminoacetate hydrochloride (1.01 g, 7.24 mmol) and solid sodium bicarbonate (1.52 g, 18.1 mmol). The reaction was heated at 55° C. for 6 hours, then stirred at 40° C. for an additional 14 hours, after which the reaction was nearly complete by LCMS analysis. The reaction mixture was cooled to room temperature, extracted with dichloromethane (3×50 mL), dried (sodium sulfate), filtered, a... Reactants: ClC1=CSC2=C1NC(=C2)C(=O)OC (3-Chloro-5-methoxycarbonyl-4H-thieno[3,2-b]pyrrole), [OH-].[Li+] (lithium hydroxide). Run in CO (MeOH). Product: C(=O)(O)C1=CC2=C(N1)C(=CS2)Cl (5-Carboxy-3-chloro-4H-thieno[3,2-b]pyrrole). Yield: 99.9%. RXN SMILES: [Cl:1][C:2]1[C:6]2[NH:7][C:8]([C:10]([O:12]C)=[O:11])=[CH:9][C:5]=2[S:4][CH:3]=1.[OH-].[Li+]>CO>[C:10]([C:8]1[NH:7][C:6]2[C:2]([Cl:1])=[CH:3][S:4][C:5]=2[CH:9]=1)([OH:12])=[O:11] |f:1.2|. Procedure details: 3-Chloro-5-methoxycarbonyl-4H-thieno[3,2-b]pyrrole (Method 4; 0.61 g, 2.83 mmol) was taken up in MeOH (10 ml) and was heated under reflux. Aqueous lithium hydroxide (2.0 M, 3.0 ml, 6.0 mmol) was added portionwise over 45 minutes. The mixture was heated under reflux for 30 minutes before being cooled and concentrated. Water (20 ml) was added and the solution was neutralised using aqueous hydrochloric acid (2.0 M, 3.0 ml). The solution was extracted using EtOAc, and the combined organic layers wer...